This data is from the Open Reaction Database (ORD), a public repository of structured organic reaction records. The task is: describe an organic reaction: reactants, conditions, products, and yield Reactants: O=[N+]([O-])c1nnc(Br)s1, CCOC(=O)CC1OB(O)c2cc(O)cc(C)c21, CC#N, Cl, [K+], [K+], O=C([O-])[O-]. The product is CCOC(=O)CC1OB(O)c2cc(Oc3nnc([N+](=O)[O-])s3)cc(C)c21. RXN SMILES: [Br:19][c:20]1[s:21][c:22]([N+:25](=[O:26])[O-:27])[n:23][n:24]1.[CH2:1]([CH3:2])[O:3][C:4]([CH2:5][CH:6]1[c:7]2[c:8]([cH:12][c:13]([OH:17])[cH:14][c:15]2[CH3:16])[B:9]([OH:11])[O:10]1)=[O:18].[CH3:35][C:36]#[N:37].[ClH:34].[K+:28].[K+:29].[O-:30][C:31]([O-:32])=[O:33]>>[CH2:1]([CH3:2])[O:3][C:4]([CH2:5][CH:6]1[c:7]2[c:8]([cH:12][c:13]([O:17][c:20]3[s:21][c:22]([N+:25](=[O:26])[O-:27])[n:23][n:24]3)[cH:14][c:15]2[CH3:16])[B:9]([OH:11])[O:10]1)=[O:18]. Reaction SMILES: [CH3:1][O:2][C:3]([C@H:5]1[CH2:8][C@@H:7]([C:9]([O:11][CH3:12])=[O:10])[N:6]1CC1C=CC=CC=1)=[O:4].[H][H]>CO.[OH-].[OH-].[Pd+2]>[CH3:1][O:2][C:3]([C@H:5]1[CH2:8][C@@H:7]([C:9]([O:11][CH3:12])=[O:10])[NH:6]1)=[O:4] |f:3.4.5|. The reagents and catalysts are [OH-].[OH-].[Pd+2] (Pd(OH)2). The yield is 45.0%. Reported procedure: 79 mg (0.3 mmol) of cis-N-benzylazetidine-2,4-dicarboxylic acid dimethyl ester and 25 mg of Pd(OH)2 (20% on C, 31% H2O, Aldrich) in 10 ml of methanol are hydrogenated under 3 atm of hydrogen in a Parr shaker for 6 hours. The catalyst is filtered off and thoroughly washed, the solution evaporated, and the residue filtered over a short column to yield 23.4 mg (45%) of cis-azetidine-2,4-dicarboxylic acid dimethyl ester. 1H NMR (CDCl3): δ4.27 (dd, 2H, J=6.5, 8.5), 3.76 (s, 6H), 2.95 (dt, 1H, J=8.5 (... The product is COC(=O)[C@@H]1N[C@@H](C1)C(=O)OC (cis-azetidine-2,4-dicarboxylic acid dimethyl ester). Reactants: COC(=O)[C@@H]1N([C@@H](C1)C(=O)OC)CC1=CC=CC=C1 (cis-N-benzylazetidine-2,4-dicarboxylic acid dimethyl ester), [H][H] (hydrogen). Run in CO (methanol). The product is CN(C)c1cc(S(=O)(=O)c2ccccc2)cc(Br)n1. Reactants: CNC, CCO, C1COCCO1, O=S(=O)(c1ccccc1)c1cc(Br)nc(Br)c1. Reaction SMILES: [CH3:18][NH:19][CH3:20].[CH3:21][CH2:22][OH:23].[O:24]1[CH2:25][CH2:26][O:27][CH2:28][CH2:29]1.[c:1]1([S:7](=[O:8])(=[O:9])[c:10]2[cH:11][c:12]([Br:17])[n:13][c:14]([Br:16])[cH:15]2)[cH:2][cH:3][cH:4][cH:5][cH:6]1>>[c:1]1([S:7](=[O:8])(=[O:9])[c:10]2[cH:11][c:12]([N:19]([CH3:18])[CH3:20])[n:13][c:14]([Br:16])[cH:15]2)[cH:2][cH:3][cH:4][cH:5][cH:6]1. The product is C(C)OC(CC(C(C)OC)=O)=O (4-Methoxy-3-oxo-pentanoic acid ethyl ester). Run at time 2 hour. As a reaction SMILES: [C:1]([OH:7])(=O)[CH2:2][C:3]([OH:5])=[O:4].[CH2:8]([K])[CH3:9].[Cl-].[Mg+2].[Cl-].N1([C:19](=O)[CH:20]([O:22][CH3:23])C)C=CN=C1.COC(C)C(O)=O.C(N1C=CN=C1)(N1C=CN=C1)=O.Cl>C(#N)C.C(N(CC)CC)C>[CH2:8]([O:5][C:3](=[O:4])[CH2:2][C:1](=[O:7])[CH:20]([O:22][CH3:23])[CH3:19])[CH3:9] |f:0.1,2.3.4|. The solvent is C(C)#N (acetonitrile), C(C)N(CC)CC (triethylamine), C(C)#N (acetonitrile), C(C)#N (acetonitrile). The reactants are COC(C(=O)O)C (2-methoxypropionic acid), C(=O)(N1C=NC=C1)N1C=NC=C1 (carbonyldiimidazol), [Cl-].[Mg+2].[Cl-] (magnesium chloride), solution, Cl (hydrochloric acid), N1(C=NC=C1)C(C(C)OC)=O (1-imidazol-1-yl-2-methoxy-propan-1-one), C(CC(=O)O)(=O)O.C(C)[K] (ethyl potassium malonate). Procedure details: 89 g ethyl potassium malonate are dissolved in 700 ml acetonitrile. While being stirred 109 ml triethylamine and 60 g magnesium chloride are added and the mixture is stirred for 2 hours. Then a solution of 1-imidazol-1-yl-2-methoxy-propan-1-one in 150 ml acetonitrile, prepared by mixing 27 g 2-methoxypropionic acid and 48 g carbonyldiimidazol in acetonitrile and stirring for 12 hours, is added and stirring is continued for 12 hours. 1 l of a 13% solution of hydrochloric acid is added while keepi...